The task is: describe an organic reaction: reactants, conditions, products, and yield. This data is from the Open Reaction Database (ORD), a public repository of structured organic reaction records. Reactants: CCOC(=O)Cc1c([N+](=O)[O-])cc(NC(=O)OCc2ccccc2)c2ccccc12, CCO, [Na+], [OH-], O. Product: O=C(O)Cc1c([N+](=O)[O-])cc(NC(=O)OCc2ccccc2)c2ccccc12. RXN SMILES: [CH2:3]([c:4]1[cH:5][cH:6][cH:7][cH:8][cH:9]1)[O:10][C:11](=[O:12])[NH:13][c:14]1[cH:15][c:16]([N+:30](=[O:31])[O-:32])[c:17]([CH2:24][C:25](=[O:26])[O:27][CH2:28][CH3:29])[c:18]2[cH:19][cH:20][cH:21][cH:22][c:23]12.[CH3:34][CH2:35][OH:36].[Na+:2].[OH-:1].[OH2:33]>>[CH2:3]([c:4]1[cH:5][cH:6][cH:7][cH:8][cH:9]1)[O:10][C:11](=[O:12])[NH:13][c:14]1[cH:15][c:16]([N+:30](=[O:31])[O-:32])[c:17]([CH2:24][C:25](=[O:26])[OH:27])[c:18]2[cH:19][cH:20][cH:21][cH:22][c:23]12.